From a dataset of the Open Reaction Database (ORD), a public repository of structured organic reaction records. describe an organic reaction: reactants, conditions, products, and yield Reactants: ClCCl, O=S(=O)(c1ccccc1)n1c(C(O)CC2CCCO2)cc2cccnc21. Product: O=C(CC1CCCO1)c1cc2cccnc2n1S(=O)(=O)c1ccccc1. RXN SMILES: [Cl:27][CH2:28][Cl:29].[c:1]1([S:7](=[O:8])(=[O:9])[n:10]2[c:11]([CH:19]([CH2:20][CH:21]3[O:22][CH2:23][CH2:24][CH2:25]3)[OH:26])[cH:12][c:13]3[c:14]2[n:15][cH:16][cH:17][cH:18]3)[cH:2][cH:3][cH:4][cH:5][cH:6]1>>[c:1]1([S:7](=[O:8])(=[O:9])[n:10]2[c:11]([C:19]([CH2:20][CH:21]3[O:22][CH2:23][CH2:24][CH2:25]3)=[O:26])[cH:12][c:13]3[c:14]2[n:15][cH:16][cH:17][cH:18]3)[cH:2][cH:3][cH:4][cH:5][cH:6]1. Reactants: Cl (hydrochloric acid), solution, C[Mg]Br (methylmagnesium bromide), CONC(=O)C1CN(C(C1)=O)[C@@H](C)C1=CC=C(C=C1)OC ((R/S)—N-Methoxy-5-oxo-1-[(S)-1-(4-methoxyphenyl)-ethyl]-pyrrolidine-3-carboxamide). Solvent: C(C)OCC (diethylether), CC1OCCC1 (2-methyltetrahydrofuran). Conditions: temperature 20 celsius, time 75 minute. Yields the product C(C)(=O)C1CC(N(C1)[C@@H](C)C1=CC=C(C=C1)OC)=O ((R/S)-4-acetyl-1-[(S)-1-(4-methoxyphenyl)-ethyl]-pyrrolidine-2-one). As a reaction SMILES: [CH3:1][Mg]Br.CON[C:7]([CH:9]1[CH2:13][C:12](=[O:14])[N:11]([C@H:15]([C:17]2[CH:22]=[CH:21][C:20]([O:23][CH3:24])=[CH:19][CH:18]=2)[CH3:16])[CH2:10]1)=[O:8].Cl>C(OCC)C.CC1CCCO1>[C:7]([CH:9]1[CH2:10][N:11]([C@H:15]([C:17]2[CH:18]=[CH:19][C:20]([O:23][CH3:24])=[CH:21][CH:22]=2)[CH3:16])[C:12](=[O:14])[CH2:13]1)(=[O:8])[CH3:1]. Procedure details: 530 mL of a 3 M solution of methylmagnesium bromide in diethylether is added slowly to a cooled solution of 271 g of (R/S)—N-Methoxy-5-oxo-1-[(S)-1-(4-methoxyphenyl)-ethyl]-pyrrolidine-3-carboxamide (mixture of diastereoisomers) in 1.4 L of 2-methyltetrahydrofuran so that the temperature remains under 0° C. After complete addition the temperature is kept for 75 minutes at 0° C. and then warmed up to 20° C. The suspension is stirred 16 hours at 20° C. Under cooling 650 mL of a 4 M hydrochloric ac... Starting materials: [BH4-].[Na+] (sodium borohydride), CNC1=C(C(=O)C2=C(C=CC=C2)Cl)C=C(C=C1)Cl (2-methylamino-2',5-dichlorobenzophenone). The solvent is CO (methanol). Product: CNC1=C(C(C2=C(C=CC=C2)Cl)O)C=C(C=C1)Cl (2-methylamino-2',5-dichlorobenzhydrol). As a reaction SMILES: [BH4-].[Na+].[CH3:3][NH:4][C:5]1[CH:19]=[CH:18][C:17]([Cl:20])=[CH:16][C:6]=1[C:7]([C:9]1[CH:14]=[CH:13][CH:12]=[CH:11][C:10]=1[Cl:15])=[O:8]>CO>[CH3:3][NH:4][C:5]1[CH:19]=[CH:18][C:17]([Cl:20])=[CH:16][C:6]=1[CH:7]([OH:8])[C:9]1[CH:14]=[CH:13][CH:12]=[CH:11][C:10]=1[Cl:15] |f:0.1|. Procedure: 750 mg of sodium borohydride are added in individual portions to a suspension of 2.8 grams of 2-methylamino-2',5-dichlorobenzophenone in 20 ml of methanol. After reaction for about ten minutes, the solvent is evaporated in a vacuum. After absorption in ether, washing with water, and then drying, 2-methylamino-2',5-dichlorobenzhydrol is isolated by crystallization (2.52 g). Starting materials: [OH-].[Na+] (sodium hydroxide), crude product, O.N (ammonia water), [N+](=O)([O-])C1=CC=C(C(=O)Cl)C=C1 (4-nitrobenzoyl chloride), Cl (hydrochloric acid), [Na] (sodium), ClC1(CC=C(C=C1)S(=O)(=O)O)[N+](=O)[O-] (4-chloro-4-nitro benzenesulphonic acid), S.[Na] (sodium hydrogen sulphide), S.[Na] (sodium hydrogen sulphide). The solvent is O (water), O (water). Conditions: temperature 90 celsius, time 1 hour. The product is NC1=CC=C(C=C1)C=1SC2=C(N1)C=C(C=C2)S(=O)(=O)O (2-(4'-Aminophenyl)-benzothiazole-5-sulphonic acid). As a reaction SMILES: [Na].Cl[C:3]1([N+]([O-])=O)[CH:8]=[CH:7][C:6]([S:9]([OH:12])(=[O:11])=[O:10])=[CH:5][CH2:4]1.[SH2:16].[Na].[N+:18]([C:21]1[CH:29]=[CH:28][C:24]([C:25](Cl)=O)=[CH:23][CH:22]=1)([O-])=O.[OH-].[Na+].Cl.O.[NH3:34]>O>[NH2:18][C:21]1[CH:29]=[CH:28][C:24]([C:25]2[S:16][C:3]3[CH:8]=[CH:7][C:6]([S:9]([OH:12])(=[O:11])=[O:10])=[CH:5][C:4]=3[N:34]=2)=[CH:23][CH:22]=1 |f:2.3,5.6,8.9,^1:0,16|. Procedure: 158 g of the sodium salt of 4-chloro-4-nitro benzenesulphonic acid (technical, about 83% pure) are dissolved at about 80° C. in 400 ml of water. 180 ml of 30% strength aqueous sodium hydrogen sulphide solution (technical) are added dropwise in the course of about 30 minutes. The mixture is then stirred at 90° C. for one hour and is then cooled down to 70° C., and at at this temperature 93 g of 4-nitrobenzoyl chloride are added. The pH of the mixture is held at 8 by addition of sodium hydroxide s... Starting materials: Cl (HCl), ClC=1C=CC=C([N+]1[O-])C (6-chloro-2-picoline 1-oxide), alcoholate, [H-].[Na+] (sodium hydride), C(C1=CC=CC=C1)O (benzyl alcohol). The solvent is C(Cl)(Cl)Cl (chloroform), O (water), CS(=O)C (dimethyl sulfoxide). Run at time 8 hour. Yields the product C(C1=CC=CC=C1)OC=1C=CC=C([N+]1[O-])C (6-benzyloxy-2-picoline 1-oxide). Isolated yield 54.0%. Reaction SMILES: Cl[C:2]1[CH:3]=[CH:4][CH:5]=[C:6]([CH3:9])[N+:7]=1[O-:8].[H-].[Na+].[CH2:12]([OH:19])[C:13]1[CH:18]=[CH:17][CH:16]=[CH:15][CH:14]=1.Cl>C(Cl)(Cl)Cl.O.CS(C)=O>[CH2:12]([O:19][C:2]1[CH:3]=[CH:4][CH:5]=[C:6]([CH3:9])[N+:7]=1[O-:8])[C:13]1[CH:18]=[CH:17][CH:16]=[CH:15][CH:14]=1 |f:1.2|. Reported procedure: 0.80 g of 6-chloro-2-picoline 1-oxide was added to an alcoholate solution prepared from 0.33 g of 60% oily sodium hydride, 0.69 ml of benzyl alcohol and 5 ml of dimethyl sulfoxide. The mixture was stirred overnight at room temperature. 1N-HCl (1.7 ml) was added to the reaction mixture and then water and chloroform were added. The organic layer was separated, and dried over anhydrous sodium sulfate. The desiccant was removed by filtration, and the filtrate was evaporated under reduced pressure. T... The solvent is C1CCOC1 (THF). Starting materials: C(=O)(OCC)NC1=C(C(=O)O)C(=CC(=C1)[N+](=O)[O-])CC (2-carboethoxyamino-4-nitro-6-ethyl-benzoic acid), Cl.CN(CCCN=C=NCC)C (1-(3-dimethylaminopropyl)-3-ethylcarbodimide hydrochloride). Procedure: A solution of 2-carboethoxyamino-4-nitro-6-ethyl-benzoic acid and 1-(3-dimethylaminopropyl)-3-ethylcarbodimide hydrochloride in anhydrous THF (25 ml) was stirred at room temperature for 21/2 hrs. The solution was evaporated by dryness and the residue partitioned between ethyl acetate and water. The ethyl acetate layer was dried over magnesium sulphate and evaporated to a solid. The solid was recrystallized from methylene chloride: petroleum ether to give the title compound, 2-ethoxy-5-ethyl-7-ni... Reaction SMILES: [C:1]([NH:6][C:7]1[CH:15]=[C:14]([N+:16]([O-:18])=[O:17])[CH:13]=[C:12]([CH2:19][CH3:20])[C:8]=1[C:9]([OH:11])=[O:10])([O:3][CH2:4][CH3:5])=O.Cl.CN(C)CCCN=C=NCC>C1COCC1>[CH2:4]([O:3][C:1]1[O:10][C:9](=[O:11])[C:8]2[C:12]([CH2:19][CH3:20])=[CH:13][C:14]([N+:16]([O-:18])=[O:17])=[CH:15][C:7]=2[N:6]=1)[CH3:5] |f:1.2|. Product: title compound, C(C)OC1=NC2=C(C(O1)=O)C(=CC(=C2)[N+](=O)[O-])CC (2-ethoxy-5-ethyl-7-nitro-4H-3,1-benzoxazin-4-one). Reactants: CNC(=O)c1cc(Oc2ccc(N)c(C)c2)ccn1, COc1ccc(C(F)(F)F)cc1N=C=O, COc1ccc(C(F)(F)F)cc1N, [N-]=C=O. Product: CNC(=O)c1cc(Oc2ccc(N)c(C)c2)ccn1, NC(N)=O. As a reaction SMILES: [CH3:32][NH:33][C:34](=[O:35])[c:36]1[n:37][cH:38][cH:39][c:40]([O:42][c:43]2[cH:44][c:45]([CH3:50])[c:46]([NH2:47])[cH:48][cH:49]2)[cH:41]1.[F:14][C:15]([F:16])([F:17])[c:18]1[cH:19][cH:20][c:21]([O:25][CH3:26])[c:27]([N:22]=[C:23]=[O:24])[cH:28]1.[F:1][C:2]([F:3])([F:4])[c:5]1[cH:6][cH:7][c:9]([O:10][CH3:11])[c:12]([NH2:8])[cH:13]1.[N-:29]=[C:30]=[O:31]>>[CH3:32][NH:33][C:34](=[O:35])[c:36]1[n:37][cH:38][cH:39][c:40]([O:42][c:43]2[cH:44][c:45]([CH3:50])[c:46]([NH2:47])[cH:48][cH:49]2)[cH:41]1.[NH2:8][C:23]([NH2:22])=[O:24]. Reactants: [Cl-].[Cr+3].N1C(=NC2=C1C=CC=C2)CNCC2=NC1=C(N2)C=CC=C1.[Cl-].[Cl-] (N,N-bis(1H-benzimidazol-2-ylmethyl)amine chromium (III) chloride), ( 156 ), [K+].[Br-] (KBr), M-CrCl3, N1C(=NC2=C1C=CC=C2)CN(C)CC2=NC1=C(N2)C=CC=C1 (N,N-bis(1H-benzimidazol-2-ylmethyl)-N-methylamine), CrCl3(THF)3, ( 75 ). Solvent: CN(C)C=O (DMF). Yields the product [Cl-].[Cr+3].N1C(=NC2=C1C=CC=C2)CN(C)CC2=NC1=C(N2)C=CC=C1.[Cl-].[Cl-] (N,N-bis(1H-benzimidazol-2-ylmethyl)-N-methylamine chromium (III) chloride). RXN SMILES: [Cl-:1].[Cr+3:2].N1C2C=CC=CC=2N=C1CNCC1NC2C=CC=CC=2N=1.[Cl-].[Cl-].[NH:26]1[C:30]2[CH:31]=[CH:32][CH:33]=[CH:34][C:29]=2[N:28]=[C:27]1[CH2:35][N:36]([CH2:38][C:39]1[NH:43][C:42]2[CH:44]=[CH:45][CH:46]=[CH:47][C:41]=2[N:40]=1)[CH3:37].[K+].[Br-]>CN(C=O)C>[Cl-:1].[Cr+3:2].[NH:26]1[C:30]2[CH:31]=[CH:32][CH:33]=[CH:34][C:29]=2[N:28]=[C:27]1[CH2:35][N:36]([CH2:38][C:39]1[NH:40][C:41]2[CH:47]=[CH:46][CH:45]=[CH:44][C:42]=2[N:43]=1)[CH3:37].[Cl-:1].[Cl-:1] |f:0.1.2.3.4,6.7,9.10.11.12.13|. Procedure details: 3b was synthesised by an analogous procedure to that described for 3a using 2b (2 g, 6.87 mmol) and CrCl3(THF)3 (2.57 g, 6.87 mmol). Yield 2.87 g (93%). Anal. Calc. for C17H17Cl3CrN5 (in %): C, 45.40; H, 3.81; N, 15.57. Found C, 45.35; H, 3.76; N, 15.66. IR (KBr, cm−1), υ 3221 (NH, s), υ 1622-1544 (ArC═C, C═N, m), δ 1455, 1477, 1497 (N—H, s), υ 1274 (CN, s), δ 753 (CH, s). UV-VIS (DMF, 298 K): λmax/nm (εmax/dm3 mol−1 cm−1)=464 (156), 659 (75), 723 (shoulder). +FAB-MS: (m/z): 413 ([M-Cl]+), 291 (... The reactants are NN1C(C2=CC=CC=C2C=C1)=O (2-amino-isoquinoline-1(2H)-one), C(CO)O (ethylene glycol), [Na] (sodium), C1(=CC=CC=C1)C1=CC=C(C#N)C=C1 (4-phenyl-benzonitrile). Solvent: C(C)O (ethanol), C(C)O (ethanol). The product is C1(=CC=C(C=C1)C1=NN2C(C3=CC=CC=C3C=C2)=N1)C1=CC=CC=C1 (2-[(1,1'-Biphenyl)-4-yl]-1,2,4-triazolo[5,1-a]isoquinoline). As a reaction SMILES: [Na].[NH2:2][N:3]1[CH:12]=[CH:11][C:10]2[C:5](=[CH:6][CH:7]=[CH:8][CH:9]=2)[C:4]1=O.[C:14]1([C:20]2[CH:27]=[CH:26][C:23]([C:24]#[N:25])=[CH:22][CH:21]=2)[CH:19]=[CH:18][CH:17]=[CH:16][CH:15]=1.C(O)CO>C(O)C>[C:20]1([C:14]2[CH:15]=[CH:16][CH:17]=[CH:18][CH:19]=2)[CH:21]=[CH:22][C:23]([C:24]2[N:25]=[C:4]3[C:5]4[C:10]([CH:11]=[CH:12][N:3]3[N:2]=2)=[CH:9][CH:8]=[CH:7][CH:6]=4)=[CH:26][CH:27]=1 |^1:0|. Reported procedure: A solution prepared from 0.075 g. of sodium dissolved in 20 ml of absolute ethanol was added to a suspension of 0.640 g. (0.004 mole) of 2-amino-isoquinoline-1(2H)-one and 0.720 g. (0.004 mole) of 4-phenyl-benzonitrile in 20 ml of absolute ethanol. The resulting mixture was refluxed for 30 minutes on an oil bath, then 15 ml. of ethylene glycol were added and the ethanol was distilled off by adjusting the temperature of the oil bath at about 150° C. After three hours the reaction mixture was cool...